Dataset: the Open Reaction Database (ORD), a public repository of structured organic reaction records. Task: describe an organic reaction: reactants, conditions, products, and yield The reactants are COc1ncc(Nc2ncc(C(C)CO[Si](C)(C)C(C)(C)C)cc2-c2nc(C)nc(N)n2)cc1F, C1CCOC1. Yields the product COc1ncc(Nc2ncc(C(C)CO)cc2-c2nc(C)nc(N)n2)cc1F. Reaction SMILES: [C:1]([Si:2]([CH3:3])([CH3:4])[O:6][CH2:7][CH:8]([CH3:9])[c:10]1[cH:11][c:12](-[c:26]2[n:27][c:28]([NH2:33])[n:29][c:30]([CH3:32])[n:31]2)[c:13]([NH:16][c:17]2[cH:18][n:19][c:20]([O:24][CH3:25])[c:21]([F:23])[cH:22]2)[n:14][cH:15]1)([CH3:5])([CH3:34])[CH3:35].[CH2:36]1[O:37][CH2:38][CH2:39][CH2:40]1>>[OH:6][CH2:7][CH:8]([CH3:9])[c:10]1[cH:11][c:12](-[c:26]2[n:27][c:28]([NH2:33])[n:29][c:30]([CH3:32])[n:31]2)[c:13]([NH:16][c:17]2[cH:18][n:19][c:20]([O:24][CH3:25])[c:21]([F:23])[cH:22]2)[n:14][cH:15]1. Starting materials: C(C)(C)NC(C)C (diisopropylamine), C(CCC)[Li] (n-butyllithium), C(CC)I (propyl iodide), C(C)N(C(=O)N[C@@H]1CN([C@@H]2CC3=C(NC4=CC=CC([C@H]2C1)=C34)C#C)C)CC (1,1-diethyl-3-(2-ethynyl-6-methyl-8α-ergolinyl)urea), C(C)(C)[N-]C(C)C.[Li+] (lithium diisopropylamide). Run in O1CCCC1 (tetrahydrofuran), O1CCCC1 (tetrahydrofuran). Run at temperature -20 celsius, time 30 minute. Product: C(C)N(C(=O)N[C@@H]1CN([C@@H]2CC3=C(N(C4=CC=CC([C@H]2C1)=C34)CCC)C#C)C)CC (1,1-diethyl-3-(2-ethynyl-1-propyl-6-methyl-8α-ergolinyl)urea). RXN SMILES: [CH2:1]([N:3]([CH2:26][CH3:27])[C:4]([NH:6][C@H:7]1[CH2:21][C@H:20]2[C@@H:10]([CH2:11][C:12]3[C:22]4[C:15](=[CH:16][CH:17]=[CH:18][C:19]2=4)[NH:14][C:13]=3[C:23]#[CH:24])[N:9]([CH3:25])[CH2:8]1)=[O:5])[CH3:2].[CH:28]([N-]C(C)C)([CH3:30])[CH3:29].[Li+].C(NC(C)C)(C)C.C([Li])CCC.C(I)CC>O1CCCC1>[CH2:26]([N:3]([CH2:1][CH3:2])[C:4]([NH:6][C@H:7]1[CH2:21][C@H:20]2[C@@H:10]([CH2:11][C:12]3[C:22]4[C:15](=[CH:16][CH:17]=[CH:18][C:19]2=4)[N:14]([CH2:29][CH2:28][CH3:30])[C:13]=3[C:23]#[CH:24])[N:9]([CH3:25])[CH2:8]1)=[O:5])[CH3:27] |f:1.2|. Procedure: Under argon, 109 mg of 1,1-diethyl-3-(2-ethynyl-6-methyl-8α-ergolinyl)urea in 5 ml of absolute tetrahydrofuran is added dropwise at -30° C. to a solution of lithium diisopropylamide, prepared from 0.15 ml of diisopropylamine and 1.8 ml of 0.6-molar n-butyllithium solution (hexane) in 3 ml of absolute tetrahydrofuran at 0° C. within 15 minutes. After 30 minutes of agitation at -30° C., 0.07 ml of propyl iodide is added thereto. The mixture is stirred for one hour at -20° C. and overnight at room ... Reactants: Cc1nc2ccccc2nc1N1CCN(Cc2ccccc2)CC1, CO, O=C[O-], [NH4+], [Pd]. The product is Cc1nc2ccccc2nc1N1CCNCC1. Reaction SMILES: [CH3:1][c:2]1[n:3][c:4]2[cH:5][cH:6][cH:7][cH:8][c:9]2[n:10][c:11]1[N:12]1[CH2:13][CH2:14][N:15]([CH2:18][c:19]2[cH:20][cH:21][cH:22][cH:23][cH:24]2)[CH2:16][CH2:17]1.[CH3:29][OH:30].[CH:25]([O-:26])=[O:27].[NH4+:28].[Pd:31]>>[CH3:1][c:2]1[n:3][c:4]2[cH:5][cH:6][cH:7][cH:8][c:9]2[n:10][c:11]1[N:12]1[CH2:13][CH2:14][NH:15][CH2:16][CH2:17]1. The reactants are CS(=O)(=O)OCCCC#C (pent-4-ynyl methanesulfonate), N1=C(C=CC=C1)N1CCNCC1 (1-(pyridin-2-yl)piperazine), C(C)(C)N(CC)C(C)C (diisoproylethylamine). Run in C1CCOC1 (THF). Product: C(CCC#C)N1CCN(CC1)C1=NC=CC=C1 (1-(pent-4-ynyl)-4-(pyridin-2-yl)piperazine). The yield is 71.2%. RXN SMILES: CS(O[CH2:6][CH2:7][CH2:8][C:9]#[CH:10])(=O)=O.[N:11]1[CH:16]=[CH:15][CH:14]=[CH:13][C:12]=1[N:17]1[CH2:22][CH2:21][NH:20][CH2:19][CH2:18]1.C(N(C(C)C)CC)(C)C>C1COCC1>[CH2:6]([N:20]1[CH2:21][CH2:22][N:17]([C:12]2[CH:13]=[CH:14][CH:15]=[CH:16][N:11]=2)[CH2:18][CH2:19]1)[CH2:7][CH2:8][C:9]#[CH:10]. Procedure: A solution of pent-4-ynyl methanesulfonate (1.05 g), 1-(pyridin-2-yl)piperazine (1.02 g) and diisoproylethylamine (1.2 ml) in THF (5 mL) was heated to reflux overnight. The mixture was concentrated, diluted with aq. NaOH 2M (10 mL) and extracted with DCM (2×50 mL). Drying (Na2SO4) and silica gel flash chromatography (EtOAc/hexane 2:1→2:0) afforded 1-(pent-4-ynyl)-4-(pyridin-2-yl)piperazine (1.02 g). Starting materials: C1(=CC=CC=C1)COC1C(NC(C(C1OCC1=CC=CC=C1)OCC1=CC=CC=C1)COCC1=CC=CC=C1)C(CCCO)O (1-[3,4,5-tris (phenylmethoxy)-6-[(phenylmethoxy)methyl]-2-piperidinyl]-1,4-butanediol), CS(=O)(=O)Cl (methanesulfonyl chloride). Run in N1=CC=CC=C1 (pyridine). Run at time 6 day. Product: C1(CCCN2CCCCC12)O (quinolizidinol). Yield: 232.6%. Reaction SMILES: C1(CO[CH:9]2[CH:14](OCC3C=CC=CC=3)[CH:13](OCC3C=CC=CC=3)[CH:12](COCC3C=CC=CC=3)[NH:11][CH:10]2[CH:40]([OH:45])[CH2:41][CH2:42][CH2:43]O)C=CC=CC=1.CS(Cl)(=O)=O>N1C=CC=CC=1>[CH:40]1([OH:45])[CH:10]2[N:11]([CH2:12][CH2:13][CH2:14][CH2:9]2)[CH2:43][CH2:42][CH2:41]1. Reported procedure: To a solution of Compound (XIX) (0.22 g, 0.36 mmoles) in pyridine (15 mL), cooled at -10° C., methanesulfonyl chloride (0.03 mL, 0.39 mmoles) was added. After 6 days, the mixture was evaporated under reduced pressure. The resulting oil was treated with water (5 mL) and saturated aqueous sodium bicarbonate solution (20 mL), then extracted with ether (2×30 mL). The combined organic solution was dried over magnesium sulfate and the solvent evaporated under reduced pressure. Trituration of the resul...